This data is from the Open Reaction Database (ORD), a public repository of structured organic reaction records. The task is: describe an organic reaction: reactants, conditions, products, and yield The reactants are [H-].[Na+] (Sodium hydride), CC=1C=C(C=C(C1)C=1C=NNC1)NC1=NC=CC(=N1)C(F)(F)F (N-(3-methyl-5-(1H-pyrazol-4-yl)phenyl)-4-(trifluoromethyl)pyrimidin-2-amine), ClCC([C@H](C)NC(OC(C)(C)C)=O)O (tert-butyl ((2S)-4-chloro-3-hydroxybutan-2-yl)carbamate). Solvent: CN(C)C=O (DMF), CN(C)C=O (DMF), C(C)(=O)OCC (ethyl acetate), O (water). Run at temperature 40 celsius, time 5 minute. Product: C[C@@H]1NC(O[C@H]1CN1N=CC(=C1)C1=CC(=CC(=C1)NC1=NC=CC(=N1)C(F)(F)F)C)=O ((4S,5S)-4-methyl-5-((4-(3-methyl-5-((4-(trifluoromethyl)pyrimidin-2-yl)amino)phenyl)-1H-pyrazol-1-yl)methyl)oxazolidin-2-one). RXN SMILES: [H-].[Na+].[CH3:3][C:4]1[CH:5]=[C:6]([NH:15][C:16]2[N:21]=[C:20]([C:22]([F:25])([F:24])[F:23])[CH:19]=[CH:18][N:17]=2)[CH:7]=[C:8]([C:10]2[CH:11]=[N:12][NH:13][CH:14]=2)[CH:9]=1.ClCC(O)[C@@H:29]([NH:31][C:32](=[O:38])[O:33][C:34]([CH3:37])(C)C)[CH3:30]>CN(C=O)C.C(OCC)(=O)C.O>[CH3:30][C@H:29]1[C@H:34]([CH2:37][N:12]2[CH:11]=[C:10]([C:8]3[CH:7]=[C:6]([NH:15][C:16]4[N:21]=[C:20]([C:22]([F:23])([F:25])[F:24])[CH:19]=[CH:18][N:17]=4)[CH:5]=[C:4]([CH3:3])[CH:9]=3)[CH:14]=[N:13]2)[O:33][C:32](=[O:38])[NH:31]1 |f:0.1|. Reported procedure: Sodium hydride (60% dispersion in mineral oil, 28 mg, 0.71 mmol) was added to a mixture of N-(3-methyl-5-(1H-pyrazol-4-yl)phenyl)-4-(trifluoromethyl)pyrimidin-2-amine (150 mg, 0.47 mmol) in DMF (3 mL), and the mixture was stirred for 5 minutes. A mixture of tert-butyl ((2S)-4-chloro-3-hydroxybutan-2-yl)carbamate (110 mg, 0.49 mmol) in DMF (2 mL) was added and the mixture was heated to 40° C. for 4 hours. The mixture was then allowed to cool to room temperature and diluted with ethyl acetate and ... Reactants: NC1=NC=NN2C1=CC=C2C=2CCCN(C2)C(=O)OC(C)(C)C (tert-butyl 5-(4-aminopyrrolo[2,1-f][1,2,4]triazin-7-yl)-3,4-dihydropyridine-1(2H)-carboxylate). Reagents/catalysts: [Pt](=O)=O (platinum (IV) oxide). The solvent is C(C)(=O)O (acetic acid). Conditions: time 64 hour. Yields the product NC1=NC=NN2C1=CC=C2C2CN(CCC2)C(=O)OC(C)(C)C (tert-butyl 3-(4-aminopyrrolo[2,1-f][1,2,4]triazin-7-yl)piperidine-1-carboxylate). Isolated yield 76.0%. Reaction SMILES: [NH2:1][C:2]1[C:7]2=[CH:8][CH:9]=[C:10]([C:11]3[CH2:12][CH2:13][CH2:14][N:15]([C:17]([O:19][C:20]([CH3:23])([CH3:22])[CH3:21])=[O:18])[CH:16]=3)[N:6]2[N:5]=[CH:4][N:3]=1>C(O)(=O)C.[Pt](=O)=O>[NH2:1][C:2]1[C:7]2=[CH:8][CH:9]=[C:10]([CH:11]3[CH2:12][CH2:13][CH2:14][N:15]([C:17]([O:19][C:20]([CH3:23])([CH3:22])[CH3:21])=[O:18])[CH2:16]3)[N:6]2[N:5]=[CH:4][N:3]=1. Reported procedure: To a dry flask purged with N2 was added platinum (IV) oxide (150 mg, 0.66 mmol) followed by tert-butyl 5-(4-aminopyrrolo[2,1-f][1,2,4]triazin-7-yl)-3,4-dihydropyridine-1(2H)-carboxylate (2.09 mg, 6.63 mmol) as a solution in acetic acid (60 mL). The mixture was stirred under an H2 atmosphere for 64 h. The mixture was filtered through a pad of Celite® rinsing with acetic acid and EtOH. The solvent was evaporated under reduced pressure and the residue was dissolved in ethyl acetate (200 mL). The or... The reactants are ClC=1C=C(C=2N(C1)N=CC2C2CC2)O[C@H](C)[C@@H]2CC(N(C2)[C@H](C)C2=CC=C(C=C2)OC)=O ((R)-4-((R)-1-((6-chloro-3-cyclopropylpyrazolo[1,5-a]pyridin-4-yl)oxy)ethyl)-1-((R)-1-(4-methoxyphenyl)ethyl)pyrrolidin-2-one), COC1=C(C=CC(=C1)B1OC(C(O1)(C)C)(C)C)N1CCN(CC1)C(=O)OC(C)(C)C (tert-butyl 4-(2-methoxy-4-(4,4,5,5-tetramethyl-1,3,2-dioxaborolan-2-yl)phenyl)piperazine-1-carboxylate), COC1=C(C=CC(=C1)B1OC(C(O1)(C)C)(C)C)N1CCN(CC1)C(=O)OC(C)(C)C (tert-butyl 4-(2-methoxy-4-(4,4,5,5-tetramethyl-1,3,2-dioxaborolan-2-yl)phenyl)piperazine-1-carboxylate), C(=O)([O-])[O-].[Cs+].[Cs+] (Cs2CO3). Reagents/catalysts: PEPPSI-IPr. Solvent: COCCOC (1,2-dimethoxyethane), CCOC(=O)C (EtOAc), O (water), O (water). Run at temperature 95 celsius. The product is C1(CC1)C=1C=NN2C1C(=CC(=C2)C2=CC(=C(C=C2)N2CCN(CC2)C(=O)OC(C)(C)C)OC)O[C@H](C)[C@H]2CN(C(C2)=O)[C@H](C)C2=CC=C(C=C2)OC (tert-butyl 4-(4-(3-cyclopropyl-4-((R)-1-((R)-1-((R)-1-(4-methoxyphenyl)ethyl)-5-oxopyrrolidin-3-yl)ethoxy)pyrazolo[1,5-a]pyridin-6-yl)-2-methoxyphenyl)piperazine-1-carboxylate). RXN SMILES: Cl[C:2]1[CH:3]=[C:4]([O:14][C@@H:15]([C@H:17]2[CH2:21][N:20]([C@@H:22]([C:24]3[CH:29]=[CH:28][C:27]([O:30][CH3:31])=[CH:26][CH:25]=3)[CH3:23])[C:19](=[O:32])[CH2:18]2)[CH3:16])[C:5]2[N:6]([N:8]=[CH:9][C:10]=2[CH:11]2[CH2:13][CH2:12]2)[CH:7]=1.[CH3:33][O:34][C:35]1[CH:40]=[C:39](B2OC(C)(C)C(C)(C)O2)[CH:38]=[CH:37][C:36]=1[N:50]1[CH2:55][CH2:54][N:53]([C:56]([O:58][C:59]([CH3:62])([CH3:61])[CH3:60])=[O:57])[CH2:52][CH2:51]1.C([O-])([O-])=O.[Cs+].[Cs+]>COCCOC.O.CCOC(C)=O>[CH:11]1([C:10]2[CH:9]=[N:8][N:6]3[CH:7]=[C:2]([C:39]4[CH:38]=[CH:37][C:36]([N:50]5[CH2:55][CH2:54][N:53]([C:56]([O:58][C:59]([CH3:60])([CH3:61])[CH3:62])=[O:57])[CH2:52][CH2:51]5)=[C:35]([O:34][CH3:33])[CH:40]=4)[CH:3]=[C:4]([O:14][C@@H:15]([C@@H:17]4[CH2:18][C:19](=[O:32])[N:20]([C@@H:22]([C:24]5[CH:25]=[CH:26][C:27]([O:30][CH3:31])=[CH:28][CH:29]=5)[CH3:23])[CH2:21]4)[CH3:16])[C:5]=23)[CH2:12][CH2:13]1 |f:2.3.4|. Reported procedure: (R)-4-((R)-1-((6-chloro-3-cyclopropylpyrazolo[1,5-a]pyridin-4-yl)oxy)ethyl)-1-((R)-1-(4-methoxyphenyl)ethyl)pyrrolidin-2-one (32 mg, 0.070 mmol), tert-butyl 4-(2-methoxy-4-(4,4,5,5-tetramethyl-1,3,2-dioxaborolan-2-yl)phenyl)piperazine-1-carboxylate Intermediate 7.08 (44 mg, 0.11 mmol) and Cs2CO3 (69 mg, 0.21 mmol) were dissolved in 1,2-dimethoxyethane (6.0 mL) and water (3.0 mL). The mixture was degassed with nitrogen for 5 minutes and PEPPSI-IPr catalyst (4.8 mg, 0.0071 mmol) was added. The mix...